The task is: describe an organic reaction: reactants, conditions, products, and yield. This data is from the Open Reaction Database (ORD), a public repository of structured organic reaction records. The reactants are CCc1cc(Br)c(C)nc1OC, N#Cc1cccc(C=O)c1, [Li]CCCC, C1CCOC1. Yields the product CCc1cc(C(O)c2cccc(C#N)c2)c(C)nc1OC. Reaction SMILES: [Br:6][c:7]1[c:8]([CH3:17])[n:9][c:10]([O:15][CH3:16])[c:11]([CH2:13][CH3:14])[cH:12]1.[C:18](#[N:19])[c:20]1[cH:21][c:22]([CH:23]=[O:24])[cH:25][cH:26][cH:27]1.[CH2:1]([Li:2])[CH2:3][CH2:4][CH3:5].[O:28]1[CH2:29][CH2:30][CH2:31][CH2:32]1>>[c:7]1([CH:23]([c:22]2[cH:21][c:20]([C:18]#[N:19])[cH:27][cH:26][cH:25]2)[OH:24])[c:8]([CH3:17])[n:9][c:10]([O:15][CH3:16])[c:11]([CH2:13][CH3:14])[cH:12]1. The reactants are O=C([O-])[O-], CN1CCCC1=O, CC1(C)CCC(Cc2ccc(Cl)cc2)C1(O)COS(C)(=O)=O, [K+], [K+], c1nc[nH]n1. Product: CC1(C)CCC(Cc2ccc(Cl)cc2)C1(O)Cn1cncn1. Reaction SMILES: [C:28](=[O:29])([O-:30])[O-:31].[CH3:34][N:35]1[CH2:36][CH2:37][CH2:38][C:39]1=[O:40].[Cl:1][c:2]1[cH:3][cH:4][c:5]([CH2:6][CH:7]2[C:8]([CH2:14][O:15][S:16]([CH3:17])(=[O:18])=[O:19])([OH:20])[C:9]([CH3:12])([CH3:13])[CH2:10][CH2:11]2)[cH:21][cH:22]1.[K+:32].[K+:33].[nH:23]1[n:24][cH:25][n:26][cH:27]1>>[Cl:1][c:2]1[cH:3][cH:4][c:5]([CH2:6][CH:7]2[C:8]([CH2:14][n:23]3[n:24][cH:25][n:26][cH:27]3)([OH:20])[C:9]([CH3:12])([CH3:13])[CH2:10][CH2:11]2)[cH:21][cH:22]1. The reactants are [Cl-].[NH4+] (ammonium chloride), [N+](=O)([O-])C1=C(C=CC=C1SC1=CC=C(C=C1)Cl)CC(=O)OCC (ethyl 2-[2-nitro-3-(4-chlorophenylthio)phenyl]acetate). Reagents/catalysts: [Fe] (iron). The solvent is C(C)O (ethanol), O (water). The product is O=C1NC2=C(C=CC=C2C1)SC1=CC=C(C=C1)Cl (2-oxo-7-(4-chlorophenylthio)indoline). The yield is 88.0%. RXN SMILES: [Cl-].[NH4+].[N+:3]([C:6]1[C:11]([S:12][C:13]2[CH:18]=[CH:17][C:16]([Cl:19])=[CH:15][CH:14]=2)=[CH:10][CH:9]=[CH:8][C:7]=1[CH2:20][C:21]([O:23]CC)=O)([O-])=O>C(O)C.O.[Fe]>[O:23]=[C:21]1[CH2:20][C:7]2[C:6](=[C:11]([S:12][C:13]3[CH:18]=[CH:17][C:16]([Cl:19])=[CH:15][CH:14]=3)[CH:10]=[CH:9][CH:8]=2)[NH:3]1 |f:0.1|. Procedure: A mixture of iron powder (21.6 g) and ammonium chloride (2.2 g) in ethanol (200 ml) and water (75 ml) and ethyl 2-[2-nitro-3-(4-chlorophenylthio)phenyl]acetate (21.6 g) were treated in a similar manner to that of Preparation 28-(1) to give 2-oxo-7-(4-chlorophenylthio)indoline (14.9 g). mp 186°-188° C. Yields the product Cc1cc(C)cc(-c2[nH]c3ccc(C(=O)O)cc3c2CCN(CCCCc2ccncc2)C(=O)OC(C)(C)C)c1. Reaction SMILES: [CH2:1]([CH3:2])[O:3][C:4](=[O:5])[c:6]1[cH:7][c:8]2[c:9]([CH2:23][CH2:24][N:25]([CH2:26][CH2:27][CH2:28][CH2:29][c:30]3[cH:31][cH:32][n:33][cH:34][cH:35]3)[C:36](=[O:37])[O:38][C:39]([CH3:40])([CH3:41])[CH3:42])[c:10](-[c:15]3[cH:16][c:17]([CH3:22])[cH:18][c:19]([CH3:21])[cH:20]3)[nH:11][c:12]2[cH:13][cH:14]1.[Li+:43].[OH-:44]>>[O:3]=[C:4]([OH:5])[c:6]1[cH:7][c:8]2[c:9]([CH2:23][CH2:24][N:25]([CH2:26][CH2:27][CH2:28][CH2:29][c:30]3[cH:31][cH:32][n:33][cH:34][cH:35]3)[C:36](=[O:37])[O:38][C:39]([CH3:40])([CH3:41])[CH3:42])[c:10](-[c:15]3[cH:16][c:17]([CH3:22])[cH:18][c:19]([CH3:21])[cH:20]3)[nH:11][c:12]2[cH:13][cH:14]1. The reactants are CCOC(=O)c1ccc2[nH]c(-c3cc(C)cc(C)c3)c(CCN(CCCCc3ccncc3)C(=O)OC(C)(C)C)c2c1, [Li+], [OH-]. Reactants: BrC1=CN=C2N1C=CC(=N2)C (3-Bromo-7-methylimidazo[1,2-α]pyrimidine), FC1=C(C=C(C=C1)B1OC(C(O1)(C)C)(C)C)C=1C(=CC=CC1)C#N (2′-fluoro-5′-(4,4,5,5-tetramethyl-[1,3,2]dioxaborolan-2-yl)biphenyl-2-carbonitrile). Yields the product FC1=C(C=C(C=C1)C1=CN=C2N1C=CC(=N2)C)C=2C(=CC=CC2)C#N (2′-fluoro-5′-(7-methylimidazo[1,2-α]pyrimidin-3-yl)biphenyl-2-carbonitrile). As a reaction SMILES: Br[C:2]1[N:6]2[CH:7]=[CH:8][C:9]([CH3:11])=[N:10][C:5]2=[N:4][CH:3]=1.[F:12][C:13]1[CH:18]=[CH:17][C:16](B2OC(C)(C)C(C)(C)O2)=[CH:15][C:14]=1[C:28]1[C:29]([C:34]#[N:35])=[CH:30][CH:31]=[CH:32][CH:33]=1>>[F:12][C:13]1[CH:18]=[CH:17][C:16]([C:2]2[N:6]3[CH:7]=[CH:8][C:9]([CH3:11])=[N:10][C:5]3=[N:4][CH:3]=2)=[CH:15][C:14]=1[C:28]1[C:29]([C:34]#[N:35])=[CH:30][CH:31]=[CH:32][CH:33]=1. Reported procedure: 3-Bromo-7-methylimidazo[1,2-α]pyrimidine was coupled with 2′-fluoro-5′-(4,4,5,5-tetramethyl-[1,3,2]dioxaborolan-2-yl)biphenyl-2-carbonitrile as described in Example 1 to give 2′-fluoro-5′-(7-methylimidazo[1,2-α]pyrimidin-3-yl)biphenyl-2-carbonitrile. Purification by high performance liquid chromatography afforded the trifluoroacetate salt as a white powder: δH (400 MHz, DMSO) 2.60 (3H, s), 7.11 (1H, d, J 7), 7.59-7.70 (2H, m), 7.76 (1H, d, J 8), 7.84-7.89 (3H, m), 8.00-8.04 (2H, m), 9.00 (1H, d,... The reactants are C(C1=CC=CC=C1)N1C(=C(C2=CC=C(C=C12)C(=O)OCC)C(=O)O)C(C)C (1-benzyl-6-(ethoxylcarbonyl)-2-isopropyl-1H-indole-3-carboxylic acid), C(CCl)Cl (EDC), C(C1=CC=CC=C1)N1C(=C(C2=CC=C(C=C12)C(=O)OCC)C(=O)O)C(C)C (1-benzyl-6-(ethoxylcarbonyl)-2-isopropyl-1H-indole-3-carboxylic acid), FC=1C=C(C=NC1)CN ((5-fluoropyridin-3-yl)methanamine). The reagents and catalysts are CN(C)C=1C=CN=CC1 (DMAP). Run in CCOC(=O)C (EtOAc), C(Cl)Cl (CH2Cl2). Reaction conditions: time 12 hour. The product is C(C1=CC=CC=C1)N1C(=C(C2=CC=C(C=C12)C(=O)OCC)C(NCC=1C=NC=C(C1)F)=O)C(C)C (Ethyl 1-Benzyl-3-((5-fluoropyridin-3-yl)methylcarbamoyl)-2-isopropyl-1H-indole-6-carboxylate). As a reaction SMILES: [CH2:1]([N:8]1[C:16]2[C:11](=[CH:12][CH:13]=[C:14]([C:17]([O:19][CH2:20][CH3:21])=[O:18])[CH:15]=2)[C:10]([C:22]([OH:24])=O)=[C:9]1[CH:25]([CH3:27])[CH3:26])[C:2]1[CH:7]=[CH:6][CH:5]=[CH:4][CH:3]=1.C(Cl)CCl.[F:32][C:33]1[CH:34]=[C:35]([CH2:39][NH2:40])[CH:36]=[N:37][CH:38]=1>C(Cl)Cl.CN(C1C=CN=CC=1)C.CCOC(C)=O>[CH2:1]([N:8]1[C:16]2[C:11](=[CH:12][CH:13]=[C:14]([C:17]([O:19][CH2:20][CH3:21])=[O:18])[CH:15]=2)[C:10]([C:22](=[O:24])[NH:40][CH2:39][C:35]2[CH:36]=[N:37][CH:38]=[C:33]([F:32])[CH:34]=2)=[C:9]1[CH:25]([CH3:27])[CH3:26])[C:2]1[CH:7]=[CH:6][CH:5]=[CH:4][CH:3]=1. Procedure: Following General Procedure E, 1-benzyl-6-(ethoxylcarbonyl)-2-isopropyl-1H-indole-3-carboxylic acid (Compound 39, 93 mg, 0.254 mmol) in CH2Cl2 (6 ml) was added EDC (97 mg, 0.508 mmol) and DMAP (46 mg, 0.381mmol), followed by (5-fluoropyridin-3-yl)methanamine (81 mg, 0.63 mmol). The reaction was stirred at room temperature for 12 h, diluted with EtOAc, washed with H2O, brine, dried over Na2SO4 and concentrated in vacuo. The residue was purified by chromatography on silica gel (0→80% EtOAc-hexanes... Starting materials: C(CCC)[Sn](C1=CN=NC=C1)(CCCC)CCCC (4-(tributylstannyl)pyridazine), [F-].[Cs+] (caesium fluoride), C1(=CC=CC=C1)P(C1=CC=CC=C1)(C1=CC=CC=C1)=O (triphenylphosphine oxide), IC1=C(C=CC(=C1)C=1C=NC(=CC1)C(F)(F)F)O (2-Iodo-4-(6-(trifluoromethyl)pyridin-3-yl)phenol). The reagents and catalysts are [Cu](I)I (copper iodide), C=1C=CC(=CC1)/C=C/C(=O)/C=C/C2=CC=CC=C2.C=1C=CC(=CC1)/C=C/C(=O)/C=C/C2=CC=CC=C2.C=1C=CC(=CC1)/C=C/C(=O)/C=C/C2=CC=CC=C2.[Pd].[Pd] (Tris(dibenzylideneacetone)dipalladium). The solvent is C(C)#N (acetonitrile). Reaction conditions: temperature 80 celsius, time 18 hour. The product is N1=NC=C(C=C1)C1=C(C=CC(=C1)C=1C=NC(=CC1)C(F)(F)F)O (2-(Pyridazin-4-yl)-4-(6-(trifluoromethyl)pyridin-3-yl)phenol). RXN SMILES: I[C:2]1[CH:7]=[C:6]([C:8]2[CH:9]=[N:10][C:11]([C:14]([F:17])([F:16])[F:15])=[CH:12][CH:13]=2)[CH:5]=[CH:4][C:3]=1[OH:18].C([Sn](CCCC)(CCCC)[C:24]1[CH:29]=[CH:28][N:27]=[N:26][CH:25]=1)CCC.[F-].[Cs+].C1(P(=O)(C2C=CC=CC=2)C2C=CC=CC=2)C=CC=CC=1>C(#N)C.[Cu](I)I.C1C=CC(/C=C/C(/C=C/C2C=CC=CC=2)=O)=CC=1.C1C=CC(/C=C/C(/C=C/C2C=CC=CC=2)=O)=CC=1.C1C=CC(/C=C/C(/C=C/C2C=CC=CC=2)=O)=CC=1.[Pd].[Pd]>[N:26]1[CH:25]=[CH:24][C:29]([C:2]2[CH:7]=[C:6]([C:8]3[CH:9]=[N:10][C:11]([C:14]([F:17])([F:16])[F:15])=[CH:12][CH:13]=3)[CH:5]=[CH:4][C:3]=2[OH:18])=[CH:28][N:27]=1 |f:2.3,7.8.9.10.11|. Reported procedure: 2-Iodo-4-(6-(trifluoromethyl)pyridin-3-yl)phenol (Preparation 60, 840 mg, 2.30 mmol) was dissolved in acetonitrile (20 mL) and 4-(tributylstannyl)pyridazine (1.10 g, 2.99 mmol), caesium fluoride (698 mg, 4.60 mmol), copper iodide (87 mg, 0.46 mmol) and tetrakis(triphenylphosphine)palladium (0) (266 mg, 0.23 mmol) were added. The reaction mixture was stirred at 80° C. for 18 hours and then partitioned between ethyl acetate and water containing 0.88 ammonia. The resulting mixture was stirred for 1...